Dataset: the Open Reaction Database (ORD), a public repository of structured organic reaction records. Task: describe an organic reaction: reactants, conditions, products, and yield Starting materials: C(C)C=1C(=NC=CC1)C#N (3-ethylpicolinonitrile), FC1=CC=C(C=C1)C1=C(N=C(S1)C)C(=O)O (5-(4-fluorophenyl)-2-methylthiazole-4-carboxylic acid). Product: NC[C@@H]1N(CCC[C@@H]1CC)C(=O)C=1N=C(SC1C1=CC=C(C=C1)F)C (rac-cis-(2-(Aminomethyl)-3-ethylpiperidin-1-yl)(5-(4-fluorophenyl)-2-methylthiazol-4-yl)methanone). RXN SMILES: [CH2:1]([C:3]1[C:4]([C:9]#[N:10])=[N:5][CH:6]=[CH:7][CH:8]=1)[CH3:2].[F:11][C:12]1[CH:17]=[CH:16][C:15]([C:18]2[S:22][C:21]([CH3:23])=[N:20][C:19]=2[C:24](O)=[O:25])=[CH:14][CH:13]=1>>[NH2:10][CH2:9][C@H:4]1[C@@H:3]([CH2:1][CH3:2])[CH2:8][CH2:7][CH2:6][N:5]1[C:24]([C:19]1[N:20]=[C:21]([CH3:23])[S:22][C:18]=1[C:15]1[CH:16]=[CH:17][C:12]([F:11])=[CH:13][CH:14]=1)=[O:25]. Procedure details: The title compound was synthesized following the same general protocol as described in Example 11 using 3-ethylpicolinonitrile and 5-(4-fluorophenyl)-2-methylthiazole-4-carboxylic acid. MS (ESI) 361.1 (M+H)